Dataset: the Open Reaction Database (ORD), a public repository of structured organic reaction records. Task: describe an organic reaction: reactants, conditions, products, and yield Starting materials: OC[C@@H]1CCC(O1)=O ((S)-5-(hydroxymethyl)dihydrofuran-2(3H)-one), C1(=CC=C(C=C1)S(=O)(=O)Cl)C (para-toluenesulfonyl chloride). The solvent is N1=CC=CC=C1 (pyridine). Product: CC1=CC=C(C=C1)S(=O)(=O)OC[C@H]1OC(CC1)=O ((S)-(5-oxotetrahydrofuran-2-yl)methyl 4-methylbenzenesulfonate). RXN SMILES: [OH:1][CH2:2][C@H:3]1[O:7][C:6](=[O:8])[CH2:5][CH2:4]1.[C:9]1([CH3:19])[CH:14]=[CH:13][C:12]([S:15](Cl)(=[O:17])=[O:16])=[CH:11][CH:10]=1>N1C=CC=CC=1>[CH3:19][C:9]1[CH:14]=[CH:13][C:12]([S:15]([O:1][CH2:2][C@@H:3]2[CH2:4][CH2:5][C:6](=[O:8])[O:7]2)(=[O:17])=[O:16])=[CH:11][CH:10]=1. Procedure details: A mixture of (S)-5-(hydroxymethyl)dihydrofuran-2(3H)-one, para-toluenesulfonyl chloride and pyridine were processed using the method described in Example 162A to afford the title compound MS (ESI) m/z 288 (M+18)+. Starting materials: CC(C)(C)OC(=O)CBr, COC(=O)c1sccc1NC(=O)C(F)(F)F, CCOCC, [K+], [K+], O=C([O-])[O-], CN(C)C=O. The product is COC(=O)c1sccc1N(CC(=O)OC(C)(C)C)C(=O)C(F)(F)F. RXN SMILES: [Br:23][CH2:24][C:25](=[O:26])[O:27][C:28]([CH3:29])([CH3:30])[CH3:31].[CH3:1][O:2][C:3](=[O:4])[c:5]1[s:6][cH:7][cH:8][c:9]1[NH:10][C:11]([C:12]([F:13])([F:14])[F:15])=[O:16].[CH3:37][CH2:38][O:39][CH2:40][CH3:41].[K+:17].[K+:18].[O-:19][C:20]([O-:21])=[O:22].[O:32]=[CH:33][N:34]([CH3:35])[CH3:36]>>[CH3:1][O:2][C:3](=[O:4])[c:5]1[s:6][cH:7][cH:8][c:9]1[N:10]([C:11]([C:12]([F:13])([F:14])[F:15])=[O:16])[CH2:24][C:25](=[O:26])[O:27][C:28]([CH3:29])([CH3:30])[CH3:31]. Reactants: Cc1ccc(-c2ncc(NC(=O)OCc3ccccc3)c(=O)n2CC(=O)O)cc1, NC(Cc1ccccc1)C(O)C(F)(F)F, CN(C)C=O, On1nnc2ccccc21. Product: Cc1ccc(-c2ncc(NC(=O)OCc3ccccc3)c(=O)n2CC(=O)NC(Cc2ccccc2)C(O)C(F)(F)F)cc1. As a reaction SMILES: [CH2:1]([c:2]1[cH:3][cH:4][cH:5][cH:6][cH:7]1)[O:8][C:9](=[O:10])[NH:11][c:12]1[cH:13][n:14][c:15](-[c:23]2[cH:24][cH:25][c:26]([CH3:29])[cH:27][cH:28]2)[n:16]([CH2:19][C:20](=[O:21])[OH:22])[c:17]1=[O:18].[NH2:30][CH:31]([CH:32]([C:33]([F:34])([F:35])[F:36])[OH:37])[CH2:38][c:39]1[cH:40][cH:41][cH:42][cH:43][cH:44]1.[O:55]=[CH:56][N:57]([CH3:58])[CH3:59].[OH:45][n:46]1[c:47]2[c:48]([cH:49][cH:50][cH:51][cH:52]2)[n:53][n:54]1>>[CH2:1]([c:2]1[cH:3][cH:4][cH:5][cH:6][cH:7]1)[O:8][C:9](=[O:10])[NH:11][c:12]1[cH:13][n:14][c:15](-[c:23]2[cH:24][cH:25][c:26]([CH3:29])[cH:27][cH:28]2)[n:16]([CH2:19][C:20](=[O:21])[NH:30][CH:31]([CH:32]([C:33]([F:34])([F:35])[F:36])[OH:37])[CH2:38][c:39]2[cH:40][cH:41][cH:42][cH:43][cH:44]2)[c:17]1=[O:18]. Reported procedure: A solution of 1,3-dibromo-5,5-dimethylhydantoin (65 g) in DCM (150 mL) was added dropwise to a stirred and cooled solution of methyl 6-methyl-2-oxocyclohex-3-enecarboxylate (prepared in a similar manner to Hauser et al, Synthesis 1980 814, 75.16 g) and N,N-di-isopropylamine (6.15 mL) in DCM (500 mL) at 0° C. and the resultant mixture was stirred at room temperature for 3 days. The mixture was recooled to 0° C. and further 1,3-dibromo-5,5-dimethylhydantoin (11 g) was added and the mixture was sti... Reaction SMILES: [Br:1]N1C(C)(C)C(=O)N(Br)C1=O.[CH3:12][CH:13]1[CH:18]([C:19]([O:21][CH3:22])=[O:20])[C:17](=[O:23])[CH:16]=[CH:15][CH2:14]1.C(NC(C)C)(C)C>C(Cl)Cl>[Br:1][C:16]1[C:17]([OH:23])=[C:18]([C:13]([CH3:12])=[CH:14][CH:15]=1)[C:19]([O:21][CH3:22])=[O:20]. Solvent: C(Cl)Cl (DCM), C(Cl)Cl (DCM). Product: BrC=1C(=C(C(=O)OC)C(=CC1)C)O (methyl 3-bromo-2-hydroxy-6-methylbenzoate). The reactants are C(C)(C)NC(C)C (N,N-di-isopropylamine), resultant mixture, BrN1C(=O)N(C(=O)C1(C)C)Br (1,3-dibromo-5,5-dimethylhydantoin), CC1CC=CC(C1C(=O)OC)=O (methyl 6-methyl-2-oxocyclohex-3-enecarboxylate), BrN1C(=O)N(C(=O)C1(C)C)Br (1,3-dibromo-5,5-dimethylhydantoin). Starting materials: CCOC(=O)CC1CCC(C(=O)OCc2ccccc2)CC1, CO. The product is CCOC(=O)CC1CCC(C(=O)O)CC1. Reaction SMILES: [CH2:1]([CH3:2])[O:3][C:4]([CH2:5][CH:6]1[CH2:7][CH2:8][CH:9]([C:12](=[O:13])[O:14][CH2:15][c:16]2[cH:17][cH:18][cH:19][cH:20][cH:21]2)[CH2:10][CH2:11]1)=[O:22].[CH3:23][OH:24]>>[CH2:1]([CH3:2])[O:3][C:4]([CH2:5][CH:6]1[CH2:7][CH2:8][CH:9]([C:12](=[O:13])[OH:14])[CH2:10][CH2:11]1)=[O:22].